Dataset: the Open Reaction Database (ORD), a public repository of structured organic reaction records. Task: describe an organic reaction: reactants, conditions, products, and yield Starting materials: C(C)(=O)O (acetic acid), FC1=CC=C(C=C1)C1=NN(C(=C1)N)C1=C(C=CC=C1)C (3-(4-fluorophenyl)-1-(2-methylphenyl)-1H-pyrazol-5-amine), FC1=CC=C(C=C1)C1=NN(C(=C1)N)C1=C(C=CC=C1)C (3-(4-fluorophenyl)-1-(2-methylphenyl)-1H-pyrazol-5-amine), IC1=C(C(=O)O)C=CC=C1 (2-iodobenzoic acid), C([O-])([O-])=O.[K+].[K+] (potassium carbonate). Reagents/catalysts: C(C)(=O)[O-].[Cu+2].C(C)(=O)[O-] (copper (II) acetate). Solvent: CN(C)C=O (DMF). Conditions: temperature 150 celsius, time 18 hour. Yields the product FC1=CC=C(C=C1)C1=NN(C(=C1)NC1=C(C(=O)O)C=CC=C1)C1=C(C=CC=C1)C (2-{[3-(4-fluorophenyl)-1-(2-methylphenyl)-1H-pyrazol-5-yl]amino}benzoic acid). Yield: 11.9%. As a reaction SMILES: [F:1][C:2]1[CH:7]=[CH:6][C:5]([C:8]2[CH:12]=[C:11]([NH2:13])[N:10]([C:14]3[CH:19]=[CH:18][CH:17]=[CH:16][C:15]=3[CH3:20])[N:9]=2)=[CH:4][CH:3]=1.I[C:22]1[CH:30]=[CH:29][CH:28]=[CH:27][C:23]=1[C:24]([OH:26])=[O:25].C(=O)([O-])[O-].[K+].[K+].C(O)(=O)C>CN(C=O)C.C([O-])(=O)C.[Cu+2].C([O-])(=O)C>[F:1][C:2]1[CH:3]=[CH:4][C:5]([C:8]2[CH:12]=[C:11]([NH:13][C:22]3[CH:30]=[CH:29][CH:28]=[CH:27][C:23]=3[C:24]([OH:26])=[O:25])[N:10]([C:14]3[CH:19]=[CH:18][CH:17]=[CH:16][C:15]=3[CH3:20])[N:9]=2)=[CH:6][CH:7]=1 |f:2.3.4,7.8.9|. Reported procedure: To a solution of 3-(4-fluorophenyl)-1-(2-methylphenyl)-1H-pyrazol-5-amine (Intermediate D, 100 mg, 0.37 mmol) in DMF (3 mL), was added 2-iodobenzoic acid (93 mg, 0.37 mmol), potassium carbonate (62 mg, 0.45 mmol), and copper (II) acetate (3 mg, 0.01 mmol). The mixture was stirred at 150° C. for 18 h and then cooled to rt. The solution was adjusted to pH 4 using glacial acetic acid. The mixture was extracted with dichloromethane (3×5 mL), and then the combined organic extracts were washed with br... Starting materials: CCOC(=O)c1ccc2c(c1)C(O)C(C)(C)C(c1cncc(Br)c1)N2, CC[SiH](CC)CC, O=C(O)C(F)(F)F. The product is CCOC(=O)c1ccc2c(c1)CC(C)(C)C(c1cncc(Br)c1)N2. As a reaction SMILES: [CH2:1]([CH3:2])[O:3][C:4](=[O:5])[c:6]1[cH:7][c:8]2[c:13]([cH:14][cH:15]1)[NH:12][CH:11]([c:16]1[cH:17][n:18][cH:19][c:20]([Br:22])[cH:21]1)[C:10]([CH3:23])([CH3:24])[CH:9]2[OH:25].[CH2:33]([SiH:34]([CH2:35][CH3:36])[CH2:37][CH3:38])[CH3:39].[OH:26][C:27]([C:28]([F:29])([F:30])[F:31])=[O:32]>>[CH2:1]([CH3:2])[O:3][C:4](=[O:5])[c:6]1[cH:7][c:8]2[c:13]([cH:14][cH:15]1)[NH:12][CH:11]([c:16]1[cH:17][n:18][cH:19][c:20]([Br:22])[cH:21]1)[C:10]([CH3:23])([CH3:24])[CH2:9]2.